This data is from the Open Reaction Database (ORD), a public repository of structured organic reaction records. The task is: describe an organic reaction: reactants, conditions, products, and yield Starting materials: BrC=1N=C2C(=NC1)N(C=C2C=O)COCC[Si](C)(C)C (2-bromo-5-((2-(trimethylsilyl)ethoxy)methyl)-5H-pyrrolo[2,3-b]pyrazine-7-carbaldehyde), COC=1C=C2C(=NN(C2=CC1)C)[Sn](CCCC)(CCCC)CCCC (5-methoxy-1-methyl-3-(tributylstannyl)-1H-indazole). Reagents/catalysts: C=1C=CC(=CC1)[P](C=2C=CC=CC2)(C=3C=CC=CC3)[Pd]([P](C=4C=CC=CC4)(C=5C=CC=CC5)C=6C=CC=CC6)([P](C=7C=CC=CC7)(C=8C=CC=CC8)C=9C=CC=CC9)[P](C=1C=CC=CC1)(C=1C=CC=CC1)C=1C=CC=CC1 (tetrakis(triphenylphosphine)palladium), [Cu]I (CuI). The solvent is CN(C)C=O (DMF). Conditions: temperature 90 celsius, time 2.5 hour. The product is COC=1C=C2C(=NN(C2=CC1)C)C=1N=C2C(=NC1)N(C=C2C=O)COCC[Si](C)(C)C (2-(5-methoxy-1-methyl-1H-indazol-3-yl)-5-((2-(trimethylsilyl)ethoxy)methyl)-5H-pyrrolo[2,3-b]pyrazine-7-carbaldehyde). Isolated yield 82.1%. As a reaction SMILES: Br[C:2]1[N:3]=[C:4]2[C:10]([CH:11]=[O:12])=[CH:9][N:8]([CH2:13][O:14][CH2:15][CH2:16][Si:17]([CH3:20])([CH3:19])[CH3:18])[C:5]2=[N:6][CH:7]=1.[CH3:21][O:22][C:23]1[CH:24]=[C:25]2[C:29](=[CH:30][CH:31]=1)[N:28]([CH3:32])[N:27]=[C:26]2[Sn](CCCC)(CCCC)CCCC>CN(C=O)C.C1C=CC([P]([Pd]([P](C2C=CC=CC=2)(C2C=CC=CC=2)C2C=CC=CC=2)([P](C2C=CC=CC=2)(C2C=CC=CC=2)C2C=CC=CC=2)[P](C2C=CC=CC=2)(C2C=CC=CC=2)C2C=CC=CC=2)(C2C=CC=CC=2)C2C=CC=CC=2)=CC=1.[Cu]I>[CH3:21][O:22][C:23]1[CH:24]=[C:25]2[C:29](=[CH:30][CH:31]=1)[N:28]([CH3:32])[N:27]=[C:26]2[C:2]1[N:3]=[C:4]2[C:10]([CH:11]=[O:12])=[CH:9][N:8]([CH2:13][O:14][CH2:15][CH2:16][Si:17]([CH3:20])([CH3:19])[CH3:18])[C:5]2=[N:6][CH:7]=1 |^1:54,56,75,94|. Procedure: In a 25 mL round-bottomed flask, 2-bromo-5-((2-(trimethylsilyl)ethoxy)methyl)-5H-pyrrolo[2,3-b]pyrazine-7-carbaldehyde (439 mg, 1.23 mmol) and 5-methoxy-1-methyl-3-(tributylstannyl)-1H-indazole (556 mg, 1.23 mmol) were dissolved in DMF (3.00 mL) under argon, tetrakis(triphenylphosphine)palladium (0) (71.2 mg, 61.6 μmol) and CuI (46.9 mg, 246 μmol, Eq: 0.20) were added and the mixture sonicated for 5 min with bubbling argon. The reaction mixture was stirred at 90° C. (oil bath temperature) for 2.... Reactants: CO, CCOCc1nc2c(Cl)nc3ccccc3c2n1Cc1cc(-c2ccccc2)no1, N, [Na+], [OH-]. Product: CCOCc1nc2c(N)nc3ccccc3c2n1Cc1cc(-c2ccccc2)no1. RXN SMILES: [CH3:34][OH:35].[Cl:1][c:2]1[n:3][c:4]2[cH:5][cH:6][cH:7][cH:8][c:9]2[c:10]2[c:11]1[n:12][c:13]([CH2:27][O:28][CH2:29][CH3:30])[n:14]2[CH2:15][c:16]1[cH:17][c:18](-[c:21]2[cH:22][cH:23][cH:24][cH:25][cH:26]2)[n:19][o:20]1.[NH3:31].[Na+:33].[OH-:32]>>[c:2]1([NH2:31])[n:3][c:4]2[cH:5][cH:6][cH:7][cH:8][c:9]2[c:10]2[c:11]1[n:12][c:13]([CH2:27][O:28][CH2:29][CH3:30])[n:14]2[CH2:15][c:16]1[cH:17][c:18](-[c:21]2[cH:22][cH:23][cH:24][cH:25][cH:26]2)[n:19][o:20]1. Reactants: CC(=O)O, CCOC(=O)C(C(=O)OCC)C(=O)c1cc(Oc2ccc(F)cc2F)c([N+](=O)[O-])cc1C, [Na+], [OH-], O, O=S(=O)(O)O. The product is CC(=O)c1cc(Oc2ccc(F)cc2F)c([N+](=O)[O-])cc1C. As a reaction SMILES: [CH3:40][C:41](=[O:42])[OH:43].[F:1][c:2]1[c:3]([O:4][c:5]2[c:6]([N+:25](=[O:26])[O-:27])[cH:7][c:8]([CH3:24])[c:9]([C:10](=[O:11])[CH:12]([C:13]([O:14][CH2:15][CH3:16])=[O:17])[C:18]([O:19][CH2:20][CH3:21])=[O:22])[cH:23]2)[cH:28][cH:29][c:30]([F:32])[cH:31]1.[Na+:39].[OH-:38].[OH2:44].[S:33](=[O:34])(=[O:35])([OH:36])[OH:37]>>[F:1][c:2]1[c:3]([O:4][c:5]2[c:6]([N+:25](=[O:26])[O-:27])[cH:7][c:8]([CH3:24])[c:9]([C:10](=[O:11])[CH3:12])[cH:23]2)[cH:28][cH:29][c:30]([F:32])[cH:31]1. Procedure details: 5-bromo-2-(2,5-dimethyl-pyrrol-1-yl)-pyridine (1.5 g 5.9 mmol) was azeotroped with toluene and dissolved in THF (20 ml). This mixture was cooled to −78 C and t-butyllithium (1.7M in pentane, 7 ml, 11.9 mmol) was added maintaining the temperature below −70 C. The material from example 62 was dissolved in THF (20 ml) and added to the mixture immediately on completion of the t-butyllithium addition. The mixture was allowed to stir at −78° C. for 30 minutes at which time NH4Cl (10% aq, 150 ml) was a... The reactants are C(CC)N1CC(OC[C@@H]1C)=O ((5S)-4-propyl-5-methylmorpholine-2-one), C(C)(C)(C)[Li] (t-butyllithium), [NH4+].[Cl-] (NH4Cl), C(C)(C)(C)[Li] (t-butyllithium), BrC=1C=CC(=NC1)N1C(=CC=C1C)C (5-bromo-2-(2,5-dimethyl-pyrrol-1-yl)-pyridine). Product: CC=1N(C(=CC1)C)C1=CC=C(C=N1)C1(CN([C@H](CO1)C)CCC)O ((5S)-2-[6-(2,5-dimethyl-1H-pyrrol-1-yl)pyridin-3-yl]-4-propyl-5-methylmorpholin-2-ol). RXN SMILES: Br[C:2]1[CH:3]=[CH:4][C:5]([N:8]2[C:12]([CH3:13])=[CH:11][CH:10]=[C:9]2[CH3:14])=[N:6][CH:7]=1.C([Li])(C)(C)C.[CH2:20]([N:23]1[C@@H:28]([CH3:29])[CH2:27][O:26][C:25](=[O:30])[CH2:24]1)[CH2:21][CH3:22].[NH4+].[Cl-]>C1COCC1.C1(C)C=CC=CC=1>[CH3:14][C:9]1[N:8]([C:5]2[N:6]=[CH:7][C:2]([C:25]3([OH:30])[O:26][CH2:27][C@H:28]([CH3:29])[N:23]([CH2:20][CH2:21][CH3:22])[CH2:24]3)=[CH:3][CH:4]=2)[C:12]([CH3:13])=[CH:11][CH:10]=1 |f:3.4|. Run in C1CCOC1 (THF), C1CCOC1 (THF), C1(=CC=CC=C1)C (toluene). The reactants are [BH4-].[Li+] (lithium borohydride), C(C1=CC=CC=C1)OCC1(CC1)C[C@@H](C(=O)OC)NC(=O)OC(C)(C)C (1-benzyloxymethyl-1-[2(S)-tert-butoxycarbonylamino-2-methoxycarbonyleth-1-yl]cyclopropane), CO (methanol). Solvent: O1CCCC1 (tetrahydrofuran). The product is C(C1=CC=CC=C1)OCC1(CC1)C[C@@H](CO)NC(=O)OC(C)(C)C (1-Benzyloxymethyl-1-[2(S)-tert-butoxycarbonylamino-3-hydroxypropan-1-yl]cyclopropane). As a reaction SMILES: [BH4-].[Li+].[CH2:3]([O:10][CH2:11][C:12]1([CH2:15][C@H:16]([NH:21][C:22]([O:24][C:25]([CH3:28])([CH3:27])[CH3:26])=[O:23])[C:17](OC)=[O:18])[CH2:14][CH2:13]1)[C:4]1[CH:9]=[CH:8][CH:7]=[CH:6][CH:5]=1.CO>O1CCCC1>[CH2:3]([O:10][CH2:11][C:12]1([CH2:15][C@H:16]([NH:21][C:22]([O:24][C:25]([CH3:28])([CH3:27])[CH3:26])=[O:23])[CH2:17][OH:18])[CH2:13][CH2:14]1)[C:4]1[CH:5]=[CH:6][CH:7]=[CH:8][CH:9]=1 |f:0.1|. Procedure: 4.3 g of lithium borohydride are added in portions to a solution of 30.9 g of 1-benzyloxymethyl-1-[2(S)-tert-butoxycarbonylamino-2-methoxycarbonyleth-1-yl]cyclopropane in 300 ml of tetrahydrofuran, while stirring. The mixture is stirred at room temperature for a further 2 h, 500 ml of methanol are then slowly added dropwise, the mixture is concentrated almost to dryness and the residue is taken up in methylene chloride. The organic phase is washed with 1N hydrochloric acid. Further customary wor... Starting materials: CC1=NC=CC=2C3=CC=C(C=C3NC12)O (1-methyl-7-hydroxy-β-carboline), BrCC1=CC=C(C=C1)F (1-bromomethyl-4-fluorobenzene). The product is CC1=NC=CC=2C3=CC=C(C=C3N(C12)CC1=CC=C(C=C1)F)OCC1=CC=C(C=C1)F (1-methyl-7-(4-fluorobenzyloxy)-9-(4-fluorobenzyl)-β-carboline). The yield is 62.0%. As a reaction SMILES: [CH3:1][C:2]1[C:14]2[NH:13][C:12]3[C:7](=[CH:8][CH:9]=[C:10]([OH:15])[CH:11]=3)[C:6]=2[CH:5]=[CH:4][N:3]=1.Br[CH2:17][C:18]1[CH:23]=[CH:22][C:21]([F:24])=[CH:20][CH:19]=1>>[CH3:1][C:2]1[C:14]2[N:13]([CH2:17][C:18]3[CH:23]=[CH:22][C:21]([F:24])=[CH:20][CH:19]=3)[C:12]3[C:7](=[CH:8][CH:9]=[C:10]([O:15][CH2:17][C:18]4[CH:23]=[CH:22][C:21]([F:24])=[CH:20][CH:19]=4)[CH:11]=3)[C:6]=2[CH:5]=[CH:4][N:3]=1. Reported procedure: The title compound was synthesized from 1-methyl-7-hydroxy-β-carboline (0.5 g, 1.587 mmol) in presence of 1-bromomethyl-4-fluorobenzene (0.6 g, 3.173 mmol) as described here above.